From a dataset of the Open Reaction Database (ORD), a public repository of structured organic reaction records. describe an organic reaction: reactants, conditions, products, and yield The reactants are CC(=O)N1CCN(Cc2cccc(N)c2)CC1, CS(C)=O, CCN(C(C)C)C(C)C, Clc1nccc(-n2ccnc2-c2ccccc2)n1. Yields the product CC(=O)N1CCN(Cc2cccc(Nc3nccc(-n4ccnc4-c4ccccc4)n3)c2)CC1. Reaction SMILES: [C:19]([CH3:20])(=[O:21])[N:22]1[CH2:23][CH2:24][N:25]([CH2:28][c:29]2[cH:30][c:31]([NH2:32])[cH:33][cH:34][cH:35]2)[CH2:26][CH2:27]1.[CH3:45][S:46]([CH3:47])=[O:48].[CH:36]([N:37]([CH2:38][CH3:39])[CH:40]([CH3:41])[CH3:42])([CH3:43])[CH3:44].[Cl:1][c:2]1[n:3][cH:4][cH:5][c:6](-[n:8]2[c:9](-[c:13]3[cH:14][cH:15][cH:16][cH:17][cH:18]3)[n:10][cH:11][cH:12]2)[n:7]1>>[c:2]1([NH:32][c:31]2[cH:30][c:29]([CH2:28][N:25]3[CH2:24][CH2:23][N:22]([C:19]([CH3:20])=[O:21])[CH2:27][CH2:26]3)[cH:35][cH:34][cH:33]2)[n:3][cH:4][cH:5][c:6](-[n:8]2[c:9](-[c:13]3[cH:14][cH:15][cH:16][cH:17][cH:18]3)[n:10][cH:11][cH:12]2)[n:7]1. Starting materials: CO, Cl, CCOC(=O)c1cn2nc(Oc3cccc(NC(=O)c4cccc(C(F)(F)F)c4)c3)ccc2n1, [Na+], [OH-], O. Product: O=C(Nc1cccc(Oc2ccc3nc(C(=O)O)cn3n2)c1)c1cccc(C(F)(F)F)c1. As a reaction SMILES: [CH3:37][OH:38].[ClH:39].[F:1][C:2]([c:3]1[cH:4][c:5]([C:6](=[O:7])[NH:8][c:9]2[cH:10][c:11]([O:12][c:13]3[cH:14][cH:15][c:16]4[n:17]([n:18]3)[cH:19][c:20]([C:22](=[O:23])[O:24][CH2:25][CH3:26])[n:21]4)[cH:27][cH:28][cH:29]2)[cH:30][cH:31][cH:32]1)([F:33])[F:34].[Na+:36].[OH-:35].[OH2:40]>>[F:1][C:2]([c:3]1[cH:4][c:5]([C:6](=[O:7])[NH:8][c:9]2[cH:10][c:11]([O:12][c:13]3[cH:14][cH:15][c:16]4[n:17]([n:18]3)[cH:19][c:20]([C:22](=[O:23])[OH:24])[n:21]4)[cH:27][cH:28][cH:29]2)[cH:30][cH:31][cH:32]1)([F:33])[F:34]. Reactants: BrC1=NC=CC=N1 (2-bromopyrimidine), tetrakistriphenylphosphine(0) palladium, C(=O)C1=CC=C(C=C1)B(O)O (4-formylbenzene boronic acid), C([O-])(O)=O.[Na+] (sodium bicarbonate). Run in O (water), C(Cl)Cl (CH2Cl2), COCCOC (ethylene glycol dimethyl ether), O (water). Yields the product N1=C(N=CC=C1)C1=CC=C(C=O)C=C1 (4-Pyrimidin-2-yl-benzaldehyde). Isolated yield 84.4%. RXN SMILES: Br[C:2]1[N:7]=[CH:6][CH:5]=[CH:4][N:3]=1.[CH:8]([C:10]1[CH:15]=[CH:14][C:13](B(O)O)=[CH:12][CH:11]=1)=[O:9].C(=O)(O)[O-].[Na+]>COCCOC.O.C(Cl)Cl>[N:3]1[CH:4]=[CH:5][CH:6]=[N:7][C:2]=1[C:13]1[CH:14]=[CH:15][C:10]([CH:8]=[O:9])=[CH:11][CH:12]=1 |f:2.3|. Reported procedure: A solution of 2-bromopyrimidine (1.00 g, 6.3 mmol) and tetrakistriphenylphosphine(0) palladium (0.218 g, 0.189 mmol) in ethylene glycol dimethyl ether (30 mL) was stirred at room temperature for 10 minutes. A solution of 4-formylbenzene boronic acid (1.14 g, 7.61 mmol) and sodium bicarbonate (1.58 g, 18.9 mmol) in 15 mL water was added and the reaction was heated at reflux for 18 h. The mixture was diluted with water and CH2Cl2. The layers were separated, and the aqueous solution was washed with...